Dataset: the Open Reaction Database (ORD), a public repository of structured organic reaction records. Task: describe an organic reaction: reactants, conditions, products, and yield Reactants: CCCC1CC(=O)C2=C(C1)NC(C)=C(C#N)C2c1cc(OCC)c(OCc2cccc(OC)c2)c([N+](=O)[O-])c1, C1CCOC1, CC(=O)O, [Zn]. Product: CCCC1CC(=O)C2=C(C1)NC(C)=C(C#N)C2c1cc(N)c(OCc2cccc(OC)c2)c(OCC)c1. As a reaction SMILES: [CH2:1]([CH3:2])[O:3][c:4]1[cH:5][c:6]([CH:23]2[C:24]([C:38]#[N:39])=[C:25]([CH3:37])[NH:26][C:27]3=[C:32]2[C:31](=[O:33])[CH2:30][CH:29]([CH2:34][CH2:35][CH3:36])[CH2:28]3)[cH:7][c:8]([N+:20]([O-:21])=[O:22])[c:9]1[O:10][CH2:11][c:12]1[cH:13][c:14]([O:18][CH3:19])[cH:15][cH:16][cH:17]1.[CH2:44]1[O:45][CH2:46][CH2:47][CH2:48]1.[CH3:40][C:41](=[O:42])[OH:43].[Zn:49]>>[CH2:1]([CH3:2])[O:3][c:4]1[cH:5][c:6]([CH:23]2[C:24]([C:38]#[N:39])=[C:25]([CH3:37])[NH:26][C:27]3=[C:32]2[C:31](=[O:33])[CH2:30][CH:29]([CH2:34][CH2:35][CH3:36])[CH2:28]3)[cH:7][c:8]([NH2:20])[c:9]1[O:10][CH2:11][c:12]1[cH:13][c:14]([O:18][CH3:19])[cH:15][cH:16][cH:17]1. Reported procedure: To a solution of 5-allyl-4-(3-bromo-phenylamino)-7-methoxy-quinazolin-6-ol (0.27 g, 0.7 mmol) (from Example 17, Step D, supra) in acetone (30 mL) was added K2CO3 (0.48 g, 3.5 mmol) and methyl iodide (0.4 g, 2.8 mmol) (Aldrich). The reaction mixture was heated with stirring at 90° C. for 4 hours. The mixture was cooled to room temperature, filtered, and the filtrate was concentrated. The residue was purified by chromatography using EtOAc/CH2Cl2/Et3N (1:3:0.01) as eluent to give the desired (5-all... As a reaction SMILES: [CH2:1]([C:4]1[C:13]([OH:14])=[C:12]([O:15][CH3:16])[CH:11]=[C:10]2[C:5]=1[C:6]([NH:17][C:18]1[CH:23]=[CH:22][CH:21]=[C:20]([Br:24])[CH:19]=1)=[N:7][CH:8]=[N:9]2)[CH:2]=[CH2:3].[C:25]([O-])([O-])=O.[K+].[K+].CI>CC(C)=O>[CH2:1]([C:4]1[C:13]([O:14][CH3:25])=[C:12]([O:15][CH3:16])[CH:11]=[C:10]2[C:5]=1[C:6]([NH:17][C:18]1[CH:23]=[CH:22][CH:21]=[C:20]([Br:24])[CH:19]=1)=[N:7][CH:8]=[N:9]2)[CH:2]=[CH2:3] |f:1.2.3|. Conditions: temperature 90 celsius, time 4 hour. Reactants: C(C=C)C1=C2C(=NC=NC2=CC(=C1O)OC)NC1=CC(=CC=C1)Br (5-allyl-4-(3-bromo-phenylamino)-7-methoxy-quinazolin-6-ol), C(=O)([O-])[O-].[K+].[K+] (K2CO3), CI (methyl iodide). The solvent is CC(=O)C (acetone). The product is C(C=C)C1=C2C(=NC=NC2=CC(=C1OC)OC)NC1=CC(=CC=C1)Br ((5-allyl-6,7-dimethoxy-quinazolin-4-yl)-(3-bromo-phenyl)-amine). Reactants: C(#N)C=1C(=NC=2N(C1C1=C(C=C(C=C1)Cl)Cl)C=C(N2)CC(=O)O)C (2-(6-cyano-5-(2,4-dichlorophenyl)-7-methylimidazo[1,2-a]pyrimidin-2-yl)acetic acid), C1=CC2=C(N=C1)N(N=N2)O (HOAT), C(CCl)Cl (EDC), N1CCCC1 (pyrrolidine), N1CCCC1 (pyrrolidine). Run in CC#N (CH3CN). Reaction conditions: time 5 minute. Product: ClC1=C(C=CC(=C1)Cl)C1=C(C(=NC=2N1C=C(N2)CC(N2CCCC2)=O)C)C#N (5-(2,4-dichlorophenyl)-7-methyl-2-(2-oxo-2-(pyrrolidin-1-yl)ethyl)imidazo[1,2-a]pyrimidine-6-carbonitrile). Isolated yield 55.5%. Reaction SMILES: [C:1]([C:3]1[C:4]([CH3:24])=[N:5][C:6]2[N:7]([CH:17]=[C:18]([CH2:20][C:21](O)=[O:22])[N:19]=2)[C:8]=1[C:9]1[CH:14]=[CH:13][C:12]([Cl:15])=[CH:11][C:10]=1[Cl:16])#[N:2].[CH:25]1[CH:30]=[N:29][C:28]2N(O)N=N[C:27]=2C=1.C(Cl)CCl.N1CCCC1>CC#N>[Cl:16][C:10]1[CH:11]=[C:12]([Cl:15])[CH:13]=[CH:14][C:9]=1[C:8]1[N:7]2[CH:17]=[C:18]([CH2:20][C:21](=[O:22])[N:29]3[CH2:28][CH2:27][CH2:25][CH2:30]3)[N:19]=[C:6]2[N:5]=[C:4]([CH3:24])[C:3]=1[C:1]#[N:2]. Reported procedure: To a solution of 2-(6-cyano-5-(2,4-dichlorophenyl)-7-methylimidazo[1,2-a]pyrimidin-2-yl)acetic acid (72 mg, 0.2 mmol) in CH3CN (0.7 mL) were added HOAT (41 mg, 0.3 mmol) and EDC (77 mg, 0.4 mmol). After one min all of the solids had dissolved to produce a clear tan to brown solution. At 5 min, pyrrolidine (14.5 mg, 0.2 mmol) was added. At 20 min from the addition of pyrrolidine, the reaction was quenched with EtOAc (3 mL) and then washed with satd aq NaHCO3 (2×3 mL), satd aq NH4Cl (2×3 mL), and ... The reactants are C1(CC1)N1C=C(C(C2=CC(=C(C(=C12)OC)F)F)=O)C(=O)O (1-cyclopropyl-6,7-difluoro-1,4-dihydro-8-methoxy-4-oxo-3-quinolinecarboxylic acid), C(C)(C)(C)OC(=O)N[C@@H]1CNC[C@H]1C (trans-3-t-butoxycarbonylamino-4-methylpyrrolidine), C1CCC2=NCCCN2CC1 (DBU). The solvent is C(C)#N (acetonitrile). Product: C(C)(C)(C)OC(=O)N[C@@H]1CN(C[C@H]1C)C1=C(C=C2C(C(=CN(C2=C1OC)C1CC1)C(=O)O)=O)F (7-(trans-3-t-butoxycarbonylamino-4-methyl-1-pyrrolidinyl)-1-cyclopropyl-6-fluoro-1,4-dihydro-8-methoxy-4-oxo-3-quinolinecarboxylic acid). RXN SMILES: [CH:1]1([N:4]2[C:13]3[C:8](=[CH:9][C:10]([F:17])=[C:11](F)[C:12]=3[O:14][CH3:15])[C:7](=[O:18])[C:6]([C:19]([OH:21])=[O:20])=[CH:5]2)[CH2:3][CH2:2]1.[C:22]([O:26][C:27]([NH:29][C@H:30]1[C@H:34]([CH3:35])[CH2:33][NH:32][CH2:31]1)=[O:28])([CH3:25])([CH3:24])[CH3:23].C1CCN2C(=NCCC2)CC1>C(#N)C>[C:22]([O:26][C:27]([NH:29][C@H:30]1[C@H:34]([CH3:35])[CH2:33][N:32]([C:11]2[C:12]([O:14][CH3:15])=[C:13]3[C:8]([C:7](=[O:18])[C:6]([C:19]([OH:21])=[O:20])=[CH:5][N:4]3[CH:1]3[CH2:3][CH2:2]3)=[CH:9][C:10]=2[F:17])[CH2:31]1)=[O:28])([CH3:25])([CH3:23])[CH3:24]. Procedure: A mixture of 1-cyclopropyl-6,7-difluoro-1,4-dihydro-8-methoxy-4-oxo-3-quinolinecarboxylic acid (0.40 g), trans-3-t-butoxycarbonylamino-4-methylpyrrolidine (0.41 g), DBU (0.21 g) and anhydrous acetonitrile (5 ml) was refluxed for 2.5 hours and then the reaction mixture was concentrated under reduced pressure. The residue was dissolved in chloroform (40 ml) and washed with 10% aqueous citric acid solution (20 ml) and with saturated saline (20 ml) successively. The organic layer was dried over anhy...